describe an organic reaction: reactants, conditions, products, and yield From a dataset of the Open Reaction Database (ORD), a public repository of structured organic reaction records. Reactants: CC(C)[C@@H]1CNCCN1C(=O)OC(C)(C)C, COC1=C(C=C(C=C1)Br)OC. Reagents/catalysts: CC(C)(C)[O-].[Na+], CN(C)C1=CC=CC=C1C2=CC=CC=C2P(C3CCCCC3)C4CCCCC4, C1=CC=C(C=C1)/C=C/C(=O)/C=C/C2=CC=CC=C2.C1=CC=C(C=C1)/C=C/C(=O)/C=C/C2=CC=CC=C2.C1=CC=C(C=C1)/C=C/C(=O)/C=C/C2=CC=CC=C2.[Pd].[Pd]. Run in CC1=CC=CC=C1. Conditions: temperature 150 celsius. The product is CC(C)[C@@H]1CN(CCN1C(=O)OC(C)(C)C)C2=CC(=C(C=C2)OC)OC. Isolated yield 36.0%. Reported procedure: 21-Apr-09 08:58:54 +0100  4-bromo-1,2-dimethoxybenzene (0.068 mL, 0.46 mmol), (R)-tert-butyl 2-isopropylpiperazine-1-carboxylate (126 mg, 0.55 mmol) and 2-Dicyclohexylphosphino-2'-(N,N-dimethylamino)biphenyl (11.21 mg, 0.03 mmol) and Sodium tert-butoxide (63.9 mg, 0.64 mmol) and Tris(dibenzylideneacetone)dipalladium(0) (21.09 mg, 0.02 mmol) were suspended in toluene (5 mL) and sealed into a microwave tube. The reaction was heated to 150 °C for 20 minutes in the microwave reactor and cooled to RT... Starting materials: COC(=O)C(F)(F)C(F)(F)OC, Cl, [Na+], [OH-], O. The product is COC(F)(F)C(F)(F)C(=O)O. Reaction SMILES: [CH3:3][O:4][C:5]([C:6]([C:7](=[O:8])[O:9][CH3:10])([F:11])[F:12])([F:13])[F:14].[ClH:15].[Na+:2].[OH-:1].[OH2:16]>>[CH3:3][O:4][C:5]([C:6]([C:7](=[O:8])[OH:9])([F:11])[F:12])([F:13])[F:14]. Starting materials: CC(C)(C)C(=O)Cl, CN(C)C=O, [Cl-], O=c1nc(-c2cc(C(F)(F)F)ccn2)[nH]o1, [H-], [NH4+], [Na+]. Product: CC(C)(C)C(=O)n1c(-c2cc(C(F)(F)F)ccn2)noc1=O. As a reaction SMILES: [C:19]([C:20]([CH3:21])([CH3:22])[CH3:23])(=[O:24])[Cl:25].[CH3:28][N:29]([CH3:30])[CH:31]=[O:32].[Cl-:26].[F:3][C:4]([c:5]1[cH:6][c:7](-[c:11]2[nH:12][o:13][c:14](=[O:16])[n:15]2)[n:8][cH:9][cH:10]1)([F:17])[F:18].[H-:1].[NH4+:27].[Na+:2]>>[F:3][C:4]([c:5]1[cH:6][c:7](-[c:11]2[n:12][o:13][c:14](=[O:16])[n:15]2[C:19]([C:20]([CH3:21])([CH3:22])[CH3:23])=[O:24])[n:8][cH:9][cH:10]1)([F:17])[F:18]. Starting materials: ClC=1C=C2NC(C(N(C2=CC1[N+](=O)[O-])CC(=O)OCC)=O)=O (6-chloro-1-(ethoxycarbonylmethyl)-7-nitroquinoxaline-2,3(1H,4H)-dione), C(=O)[O-].[NH4+] (ammonium formate). Reagents/catalysts: [Pd] (palladium/carbon). Solvent: O (water), C(C)(C)O (isopropanol). Reaction conditions: temperature 75 celsius. Yields the product NC1=CC=C2NC(C(N(C2=C1)CC(=O)OCC)=O)=O (7-Amino-1-(ethoxycarbonylmethyl)quinoxaline-2,3(1H,4H)-dione). Isolated yield 77.7%. RXN SMILES: Cl[C:2]1[CH:3]=[C:4]2[C:9](=[CH:10][C:11]=1[N+:12]([O-])=O)[N:8]([CH2:15][C:16]([O:18][CH2:19][CH3:20])=[O:17])[C:7](=[O:21])[C:6](=[O:22])[NH:5]2.C([O-])=O.[NH4+]>C(O)(C)C.O.[Pd]>[NH2:12][C:11]1[CH:10]=[C:9]2[C:4]([NH:5][C:6](=[O:22])[C:7](=[O:21])[N:8]2[CH2:15][C:16]([O:18][CH2:19][CH3:20])=[O:17])=[CH:3][CH:2]=1 |f:1.2|. Procedure: 84.3 g (0.26 mol) of 6-chloro-1-(ethoxycarbonylmethyl)-7-nitroquinoxaline-2,3(1H,4H)-dione were suspended in 1.5 l of isopropanol and successively 194.2 g (3.1 mol) of ammonium formate dissolved in 500 ml of water, and 8.5 g of palladium/carbon (10%) were added. The mixture was then heated at 75° C. for 4 h and, after cooling, filtered, and the filter cake was extracted three times with 800 ml of dimethylformamide. The combined dimethylformamide phases were concentrated under reduced pressure, a... The product is C=CCCC(=O)N1C(=O)OCC1C(C)C. Reaction SMILES: [C:17]([Cl:18])(=[O:19])[C:20]([CH3:21])([CH3:22])[CH3:23].[C:24]([OH:25])(=[O:26])[CH2:27][CH2:28][CH:29]=[CH2:30].[CH2:60]1[O:61][CH2:62][CH2:63][CH2:64]1.[CH3:31][N:32]1[CH2:33][CH2:34][O:35][CH2:36][CH2:37]1.[CH3:43][CH2:44][CH2:45][CH2:46][CH2:47][CH3:48].[CH3:49][CH:50]([CH:51]1[CH2:52][O:53][C:54](=[O:55])[NH:56]1)[CH3:57].[CH:1]1([CH2:4][CH2:5][C:6](=[O:7])[N:8]2[C:9](=[O:16])[O:10][CH2:11][CH:12]2[CH:13]([CH3:14])[CH3:15])[CH2:2][CH2:3]1.[Cl-:58].[Li:38][CH2:39][CH2:40][CH2:41][CH3:42].[NH4+:59].[OH2:65]>>[CH:1](=[CH2:2])[CH2:4][CH2:5][C:6](=[O:7])[N:8]1[C:9](=[O:16])[O:10][CH2:11][CH:12]1[CH:13]([CH3:14])[CH3:15]. Reactants: CC(C)(C)C(=O)Cl, C=CCCC(=O)O, C1CCOC1, CN1CCOCC1, CCCCCC, CC(C)C1COC(=O)N1, CC(C)C1COC(=O)N1C(=O)CCC1CC1, [Cl-], [Li]CCCC, [NH4+], O. Reactants: C(#C)C1=NC(=CC=C1)C (2-ethynyl-6-methyl-pyridine), C(=O)(OC(C)(C)C)N1CCC(CC1)C=O (1-Boc-4-piperidinecarboxaldehyde), CNC (dimethylamine). Reagents/catalysts: [Cu]I (CuI). Run in O (water). The product is CN(C(C#CC1=NC(=CC=C1)C)C1CCN(CC1)C(=O)OC(C)(C)C)C (tert-Butyl 4-[1-dimethylamino-3-(6-methylpyridin-2-yl)prop-2-ynyl]piperidine-1-carboxylate). RXN SMILES: [C:1]([C:3]1[CH:8]=[CH:7][CH:6]=[C:5]([CH3:9])[N:4]=1)#[CH:2].[C:10]([N:17]1[CH2:22][CH2:21][CH:20]([CH:23]=O)[CH2:19][CH2:18]1)([O:12][C:13]([CH3:16])([CH3:15])[CH3:14])=[O:11].[CH3:25][NH:26][CH3:27]>O.[Cu]I>[CH3:25][N:26]([CH3:27])[CH:23]([CH:20]1[CH2:21][CH2:22][N:17]([C:10]([O:12][C:13]([CH3:16])([CH3:15])[CH3:14])=[O:11])[CH2:18][CH2:19]1)[C:2]#[C:1][C:3]1[CH:8]=[CH:7][CH:6]=[C:5]([CH3:9])[N:4]=1. Procedure: A mixture of 2-ethynyl-6-methyl-pyridine (0.08 g, 0.7 mmol), 1-Boc-4-piperidinecarboxaldehyde (0.1 g, 0.47 mmol), CuI (0.001 g, 0.11 mmol) and 33% w/w aqueous dimethylamine (0.077 mL, 0.56 mmol) in water (3 mL) was sonicated for 2 h in a laboratory ultrasonic bath. Afterwards, it was extracted with EtOAc and the combined organic layers were washed with brine, dried on Na2SO4 and evaporated to dryness in vacuo to give a crude, which was purified by automated flash liquid chromatography (Horizon™-... Reactants: Cc1cc(C)cc(S)c1, [K+], [K+], N#Cc1c([N+](=O)[O-])cccc1[N+](=O)[O-], O=C([O-])[O-], CN(C)C=O, O. The product is Cc1cc(C)cc(Sc2cccc([N+](=O)[O-])c2C#N)c1. As a reaction SMILES: [CH3:21][c:22]1[cH:23][c:24]([SH:29])[cH:25][c:26]([CH3:28])[cH:27]1.[K+:15].[K+:16].[N+:1]([O-:2])(=[O:3])[c:4]1[c:5]([C:6]#[N:7])[c:8]([N+:12](=[O:13])[O-:14])[cH:9][cH:10][cH:11]1.[O-:17][C:18]([O-:19])=[O:20].[O:31]=[CH:32][N:33]([CH3:34])[CH3:35].[OH2:30]>>[c:4]1([S:29][c:24]2[cH:23][c:22]([CH3:21])[cH:27][c:26]([CH3:28])[cH:25]2)[c:5]([C:6]#[N:7])[c:8]([N+:12](=[O:13])[O-:14])[cH:9][cH:10][cH:11]1.